Dataset: the Open Reaction Database (ORD), a public repository of structured organic reaction records. Task: describe an organic reaction: reactants, conditions, products, and yield Starting materials: C(C)(C)(C)OC(=O)N1CCC(CC1)N1N=CC(=C1)C1=NC(=C(N=C1)N)OC(C)C1=C(C(=CC=C1Cl)F)Cl (4-(4-{5-amino-6-[1-(2,6-dichloro-3-fluoro-phenyl)-ethoxy]-pyrazin-2-yl}-pyrazol-1-yl)-piperidine-1-carboxylic acid tert-butyl ester), Cl.O1CCOCC1 (HCl dioxane). The solvent is C(Cl)Cl (CH2Cl2). Conditions: time 1 hour. The product is C(C)(=O)O.ClC1=C(C(=CC=C1F)Cl)[C@@H](C)OC=1C(=NC=C(N1)C=1C=NN(C1)C1CCNCC1)N (3-[(R)-1-(2,6-dichloro-3-fluoro-phenyl)-ethoxy]-5-(1-piperidin-4-yl-1H-pyrazol-4-yl)-pyrazin-2-ylamine acetate), solid. Yield: 51.0%. As a reaction SMILES: C(OC([N:8]1[CH2:13][CH2:12][CH:11]([N:14]2[CH:18]=[C:17]([C:19]3[CH:24]=[N:23][C:22]([NH2:25])=[C:21]([O:26][CH:27]([C:29]4[C:34]([Cl:35])=[CH:33][CH:32]=[C:31]([F:36])[C:30]=4[Cl:37])[CH3:28])[N:20]=3)[CH:16]=[N:15]2)[CH2:10][CH2:9]1)=O)(C)(C)C.Cl.[O:39]1CCOCC1>C(Cl)Cl>[C:27]([OH:39])(=[O:26])[CH3:29].[Cl:37][C:30]1[C:31]([F:36])=[CH:32][CH:33]=[C:34]([Cl:35])[C:29]=1[C@H:27]([O:26][C:21]1[C:22]([NH2:25])=[N:23][CH:24]=[C:19]([C:17]2[CH:16]=[N:15][N:14]([CH:11]3[CH2:12][CH2:13][NH:8][CH2:9][CH2:10]3)[CH:18]=2)[N:20]=1)[CH3:28] |f:1.2,4.5|. Procedure details: To a solution of 4-(4-{5-amino-6-[1-(2,6-dichloro-3-fluoro-phenyl)-ethoxy]-pyrazin-2-yl}-pyrazol-1-yl)-piperidine-1-carboxylic acid tert-butyl ester (265 mg, 0.48 mmol) in CH2Cl2 was added 4N HCl/dioxane (4 mL). The mixture was stirred at ambient temperature for one hour. After evaporation, the residue was dissolved in methanol (2.5 mL), and was purified on a reverse phase C-18 reparative HPLC eluting with acetonitrile/water containing 0.1% acetic acid with a linear gradient of 10%-40%. After ly... The reactants are CC(C)(C)[Si](OC1CNC1)(c1ccccc1)c1ccccc1, NS(N)(=O)=O, C1COCCO1. The product is CC(C)(C)[Si](OC1CN(S(N)(=O)=O)C1)(c1ccccc1)c1ccccc1. RXN SMILES: [C:1]([CH3:2])([CH3:3])([CH3:4])[Si:5]([O:6][CH:7]1[CH2:8][NH:9][CH2:10]1)([c:11]1[cH:12][cH:13][cH:14][cH:15][cH:16]1)[c:17]1[cH:18][cH:19][cH:20][cH:21][cH:22]1.[NH2:23][S:24]([NH2:25])(=[O:26])=[O:27].[O:28]1[CH2:29][CH2:30][O:31][CH2:32][CH2:33]1>>[C:1]([CH3:2])([CH3:3])([CH3:4])[Si:5]([O:6][CH:7]1[CH2:8][N:9]([S:24]([NH2:23])(=[O:26])=[O:27])[CH2:10]1)([c:11]1[cH:12][cH:13][cH:14][cH:15][cH:16]1)[c:17]1[cH:18][cH:19][cH:20][cH:21][cH:22]1. Reactants: B.O1CCCC1 (Borane tetrahydrofuran), C(C)(=O)N (acetamide), FC(C=1C=C(OCC(=O)O)C=CC1)(F)F (2-[3-trifluoromethylphenoxyl]acetic acid), CN(C(COC1=CC(=CC=C1)C(F)(F)F)=O)C (N,N-dimethyl-2-[3-(trifluoromethyl)phenoxy]acetamide). The product is CN(CC(OC1=CC(=CC=C1)C(F)(F)F)C1(CCCCC1)O)C (1-[2-(dimethylamino)-1-(3-trifluoromethylphenoxy)ethyl]cyclohexanol). RXN SMILES: C(N)(=O)C.FC(F)(F)[C:7]1[CH:8]=[C:9]([CH:15]=[CH:16][CH:17]=1)[O:10]CC(O)=O.[CH3:20][N:21]([CH3:36])[C:22](=O)[CH2:23][O:24][C:25]1[CH:30]=[CH:29][CH:28]=[C:27]([C:31]([F:34])([F:33])[F:32])[CH:26]=1.B.O1CCCC1>>[CH3:20][N:21]([CH3:36])[CH2:22][CH:23]([C:9]1([OH:10])[CH2:15][CH2:16][CH2:17][CH2:7][CH2:8]1)[O:24][C:25]1[CH:30]=[CH:29][CH:28]=[C:27]([C:31]([F:34])([F:33])[F:32])[CH:26]=1 |f:3.4|. Procedure: N,N-dimethyl-2-[3-trifluoromethyl)phenoxy]acetamide, prepared from 2-[3-trifluoromethylphenoxyl]acetic acid in accordance with Example 1 was converted to the amide which was reduced with Borane/tetrahydrofuran as in Example 3. The title compound was obtained and its hydrochloride salt prepared, m.p. 210°-211° C. The reactants are CC(C)[S-], CCCc1nc2c(N)nc3ccccc3c2n1CCOCCCCl, [Na+], CN(C)C=O. Product: CCCc1nc2c(N)nc3ccccc3c2n1CCOCCCSC(C)C. As a reaction SMILES: [CH3:25][CH:26]([CH3:27])[S-:28].[Cl:1][CH2:2][CH2:3][CH2:4][O:5][CH2:6][CH2:7][n:8]1[c:9]([CH2:22][CH2:23][CH3:24])[n:10][c:11]2[c:12]([NH2:21])[n:13][c:14]3[cH:15][cH:16][cH:17][cH:18][c:19]3[c:20]12.[Na+:29].[O:30]=[CH:31][N:32]([CH3:33])[CH3:34]>>[CH2:2]([CH2:3][CH2:4][O:5][CH2:6][CH2:7][n:8]1[c:9]([CH2:22][CH2:23][CH3:24])[n:10][c:11]2[c:12]([NH2:21])[n:13][c:14]3[cH:15][cH:16][cH:17][cH:18][c:19]3[c:20]12)[S:28][CH:26]([CH3:25])[CH3:27]. Starting materials: FC(C(=O)O)(F)F (trifluoroacetic acid), FC(S(=O)(=O)O)(F)F (trifluoromethanesulfonic acid), COC1=CC=C(CS[C@H]2C[C@H](N(C2)C(=O)OCC2=CC=C(C=C2)[N+](=O)[O-])C(=O)N2CCN(CCC2)CC(=O)OCC2=CC=C(C=C2)[N+](=O)[O-])C=C1 ((2S,4S)-4-(4-methoxybenzylthio)-2-[4-(4-nitrobenzyloxycarbonylmethyl)-1-homopiperazinylcarbonyl]-1-(4-nitrobenzyloxycarbonyl)pyrrolidine). The solvent is C1(=CC=CC=C1)OC (anisole). Run at time 1 hour. The product is FC(S(=O)(=O)O)(F)F.FC(S(=O)(=O)O)(F)F.S[C@H]1C[C@H](N(C1)C(=O)OCC1=CC=C(C=C1)[N+](=O)[O-])C(=O)N1CCN(CCC1)CC(=O)OCC1=CC=C(C=C1)[N+](=O)[O-] ((2S,4S)-4-Mercapto-2-[4-(4-nitrobenzyloxycarbonylmethyl)-1-homopiperazinylcarbonyl]-1-(4-nitrobenzyloxycarbonyl)pyrrolidine bis(trifluoromethanesulfonate)). RXN SMILES: FC(F)(F)C(O)=O.[F:8][C:9]([F:15])([F:14])[S:10]([OH:13])(=[O:12])=[O:11].COC1C=CC(C[S:23][C@@H:24]2[CH2:28][N:27]([C:29]([O:31][CH2:32][C:33]3[CH:38]=[CH:37][C:36]([N+:39]([O-:41])=[O:40])=[CH:35][CH:34]=3)=[O:30])[C@H:26]([C:42]([N:44]3[CH2:50][CH2:49][CH2:48][N:47]([CH2:51][C:52]([O:54][CH2:55][C:56]4[CH:61]=[CH:60][C:59]([N+:62]([O-:64])=[O:63])=[CH:58][CH:57]=4)=[O:53])[CH2:46][CH2:45]3)=[O:43])[CH2:25]2)=CC=1>C1(OC)C=CC=CC=1>[F:8][C:9]([F:15])([F:14])[S:10]([OH:13])(=[O:12])=[O:11].[F:8][C:9]([F:15])([F:14])[S:10]([OH:13])(=[O:12])=[O:11].[SH:23][C@@H:24]1[CH2:28][N:27]([C:29]([O:31][CH2:32][C:33]2[CH:34]=[CH:35][C:36]([N+:39]([O-:41])=[O:40])=[CH:37][CH:38]=2)=[O:30])[C@H:26]([C:42]([N:44]2[CH2:50][CH2:49][CH2:48][N:47]([CH2:51][C:52]([O:54][CH2:55][C:56]3[CH:61]=[CH:60][C:59]([N+:62]([O-:64])=[O:63])=[CH:58][CH:57]=3)=[O:53])[CH2:46][CH2:45]2)=[O:43])[CH2:25]1 |f:4.5.6|. Procedure: 15 ml of trifluoroacetic acid and 0.36 ml of trifluoromethanesulfonic acid were added, whilst ice-cooling, to a solution of 1.47 g of (2S,4S)-4-(4-methoxybenzylthio)-2-[4-(4-nitrobenzyloxycarbonylmethyl)-1-homopiperazinylcarbonyl]-1-(4-nitrobenzyloxycarbonyl)pyrrolidine [prepared as described in step (i) above] in 2.2 ml of anisole, and the resulting mixture was stirred at room temperature for 1 hour. The solvent was then removed by distillation under reduced pressure, and the resulting residue ... The reactants are resultant suspension, CNC(CCN)(N)NC (1,1-Dimethylamino-1,3-propanediamine), ClC1=CC=C2C(N(C=3C=CC=CC3C2=C1)CC)=O (9-chloro-5-ethyl-5H-phenanthridin-6-one), C1(CCCCC1)P(C=1C=C(C=CC1)C1=C(C=CC=C1)N(C)C)C1CCCCC1 ((3′-dicyclohexylphosphanylbiphenyl-2-yl)dimethylamine), P(=O)([O-])([O-])[O-].[K+].[K+].[K+] (potassium phosphate). Reagents/catalysts: C=1C=CC(=CC1)/C=C/C(=O)/C=C/C2=CC=CC=C2.C=1C=CC(=CC1)/C=C/C(=O)/C=C/C2=CC=CC=C2.C=1C=CC(=CC1)/C=C/C(=O)/C=C/C2=CC=CC=C2.[Pd].[Pd] (Pd2(dba)3). The solvent is COCCOC (1,2-dimethoxyethane). Yields the product CN(CCCNC1=CC=C2C(N(C=3C=CC=CC3C2=C1)CC)=O)C (9-(3-Dimethylamino-propylamino)-5-ethyl-5H-phenanthridin-6-one). Isolated yield 1174.9%. Reaction SMILES: CN[C:3]([NH:8][CH3:9])(N)[CH2:4][CH2:5][NH2:6].Cl[C:11]1[CH:24]=[C:23]2[C:14]([C:15](=[O:27])[N:16]([CH2:25][CH3:26])[C:17]3[CH:18]=[CH:19][CH:20]=[CH:21][C:22]=32)=[CH:13][CH:12]=1.[CH:28]1(P(C2CCCCC2)C2C=C(C3C=CC=CC=3N(C)C)C=CC=2)CCCCC1.P([O-])([O-])([O-])=O.[K+].[K+].[K+]>COCCOC.C1C=CC(/C=C/C(/C=C/C2C=CC=CC=2)=O)=CC=1.C1C=CC(/C=C/C(/C=C/C2C=CC=CC=2)=O)=CC=1.C1C=CC(/C=C/C(/C=C/C2C=CC=CC=2)=O)=CC=1.[Pd].[Pd]>[CH3:28][N:8]([CH3:9])[CH2:3][CH2:4][CH2:5][NH:6][C:11]1[CH:24]=[C:23]2[C:14]([C:15](=[O:27])[N:16]([CH2:25][CH3:26])[C:17]3[CH:18]=[CH:19][CH:20]=[CH:21][C:22]=32)=[CH:13][CH:12]=1 |f:3.4.5.6,8.9.10.11.12|. Reported procedure: 1,1-Dimethylamino-1,3-propanediamine (0.058 ml, 0.46 mmol) was added to a suspension of 9-chloro-5-ethyl-5H-phenanthridin-6-one I-14b (100 mg, 0.39 mmol), Pd2(dba)3 (2 mg, 0.002 mmol), (3′-dicyclohexylphosphanylbiphenyl-2-yl)dimethylamine (2.5 mg, 0.005 mmol), and dibasic potassium phosphate (115 mg, 0.54 mmol) in 1,2-dimethoxyethane (5 ml). The resultant suspension was held at 23° C. for 16 hours. The reaction mixture was concentrated in vacuo and the residue was purified by flash column chroma... Run in ClCCl (dichloromethane). Starting materials: THP-ether, C1(=CC=C(C=C1)S(=O)(=O)[O-])C.[NH+]1=CC=CC=C1 (pyridinium p-toluenesulfonate), BrC1=CC(=C(C=C1)OC1OCCCC1)C(C)(C)C (4-bromo-2-t-butyl-1-(2-tetrahydropyranoxy)benzene), BrC1=CC(=C(C=C1)OC1OCCCC1)C(C)(C)C (4-bromo-2-t-butyl-1-(2-tetrahydropyranoxy)benzene), O1CCCC=C1 (3,4-dihydro-2H-pyran), BrC1=CC=C(C=C1)O (4-bromophenol), BrC1=CC=C(C=C1)O (4-bromophenol). As a reaction SMILES: [Br:1][C:2]1[CH:7]=[CH:6][C:5]([O:8][CH:9]2[CH2:14][CH2:13][CH2:12][CH2:11][O:10]2)=[C:4](C(C)(C)C)[CH:3]=1.BrC1C=CC(O)=CC=1.C1(C)C=CC(S([O-])(=O)=O)=CC=1.[NH+]1C=CC=CC=1.O1C=CCCC1>ClCCl>[Br:1][C:2]1[CH:7]=[CH:6][C:5]([O:8][CH:9]2[CH2:14][CH2:13][CH2:12][CH2:11][O:10]2)=[CH:4][CH:3]=1 |f:2.3|. Procedure details: Using the same general procedure as for the preparation of 4-bromo-2-t-butyl-1-(2-tetrahydropyranoxy)benzene (Compound H), but instead using 15.00 g (86.7 mmol) of 4-bromophenol, 2.18 g (8.7 mmol) of pyridinium p-toluenesulfonate and 10.94 g (11.9 ml, 130.1 mmol) of 3,4-dihydro-2H-pyran and 75 ml of dichloromethane produced a clear, slightly yellow oil. Purification by flash chromatography (silica, 5% ethyl acetate in hexane) yielded a mixture of 4-bromophenol and the desired THP-ether. This mix... Product: BrC1=CC=C(C=C1)OC1OCCCC1 (4-Bromo-1-(2-tetrahydropyranoxy)benzene).